Dataset: the Open Reaction Database (ORD), a public repository of structured organic reaction records. Task: describe an organic reaction: reactants, conditions, products, and yield Starting materials: C1=CC=CC=2OC3=CC=CC=C3C(C12)C(=O)O (9H-xanthene-9-carboxylic acid), C(Cl)Cl (DCM), CN(C1CCNCC1)C (dimethylpiperidin-4-yl-amine), CCN(C(C)C)C(C)C (DIPEA), C=1C=CC2=C(C1)N=NN2O (HOBt), CCN=C=NCCCN(C)C (EDCI). Conditions: time 12 hour. Yields the product CN(C1CCN(CC1)C(=O)C1C2=CC=CC=C2OC=2C=CC=CC12)C ((4-Dimethylaminopiperidin-1-yl)(9H-xanthen-9-yl)methanone). The yield is 90.4%. RXN SMILES: [CH:1]1[C:14]2[CH:13]([C:15]([OH:17])=O)[C:12]3[C:7](=[CH:8][CH:9]=[CH:10][CH:11]=3)[O:6][C:5]=2[CH:4]=[CH:3][CH:2]=1.C(Cl)Cl.[CH3:21][N:22]([CH3:29])[CH:23]1[CH2:28][CH2:27][NH:26][CH2:25][CH2:24]1.CCN(C(C)C)C(C)C.C1C=CC2N(O)N=NC=2C=1.CCN=C=NCCCN(C)C>>[CH3:21][N:22]([CH3:29])[CH:23]1[CH2:28][CH2:27][N:26]([C:15]([CH:13]2[C:14]3[CH:1]=[CH:2][CH:3]=[CH:4][C:5]=3[O:6][C:7]3[C:12]2=[CH:11][CH:10]=[CH:9][CH:8]=3)=[O:17])[CH2:25][CH2:24]1. Procedure: To a stirred solution of 9H-xanthene-9-carboxylic acid (4.4 g, 19.4 mmol) in DCM (200 mL, 3 mol) was added dimethylpiperidin-4-yl-amine (2.5 g, 19.4 mmol). DIPEA (6.8 mL, 38.9 mmol) and HOBt (4.6 g, 34 mmol) were added to the mixture, followed by EDCI (4.5 g, 23.3 mmol). The mixture was stirred for 12 hours, then washed with water (300 mL), NaCl (sat.) (300 mL), dried over MgSO4 and then filtered. The solvent was removed under reduced pressure, and the crude material was purified via silica gel ... Reactants: C(C)(=O)O.C1(=CC=CC=C1)N(C(=O)N1C[C@H](NCC1)C(=O)O)C1=CC=CC=C1 ((S)-4-(Diphenylcarbamoyl)piperazine-2-carboxylic acid acetate Salt), C(C)(C)N(C(C)C)CC (N,N-diisopropylethylamine), C(CCCC)N(C(=O)Cl)C1=CC=CC=C1 (N-Pentyl-N-phenylcarbamoyl chloride). The solvent is CN(C)C=O (DMF). Reaction conditions: temperature 25 celsius. The product is C(CCCC)N(C(=O)N1[C@@H](CN(CC1)C(N(C1=CC=CC=C1)C1=CC=CC=C1)=O)C(=O)O)C1=CC=CC=C1 ((S)-1-(N-Pentyl-N-phenylcarbamoyl)-4-(diphenylcarbamoyl)piperazine-2-carboxylic acid). Reaction SMILES: C(O)(=O)C.[C:5]1([N:11]([C:23]2[CH:28]=[CH:27][CH:26]=[CH:25][CH:24]=2)[C:12]([N:14]2[CH2:19][CH2:18][NH:17][C@H:16]([C:20]([OH:22])=[O:21])[CH2:15]2)=[O:13])[CH:10]=[CH:9][CH:8]=[CH:7][CH:6]=1.C(N(CC)C(C)C)(C)C.[CH2:38]([N:43]([C:47]1[CH:52]=[CH:51][CH:50]=[CH:49][CH:48]=1)[C:44](Cl)=[O:45])[CH2:39][CH2:40][CH2:41][CH3:42]>CN(C=O)C>[CH2:38]([N:43]([C:47]1[CH:48]=[CH:49][CH:50]=[CH:51][CH:52]=1)[C:44]([N:17]1[CH2:18][CH2:19][N:14]([C:12](=[O:13])[N:11]([C:5]2[CH:6]=[CH:7][CH:8]=[CH:9][CH:10]=2)[C:23]2[CH:24]=[CH:25][CH:26]=[CH:27][CH:28]=2)[CH2:15][C@H:16]1[C:20]([OH:22])=[O:21])=[O:45])[CH2:39][CH2:40][CH2:41][CH3:42] |f:0.1|. Procedure: A stirred solution of 0.383 g (1.00 mmole) of (S)-4-(diphenylcarbamoyl)piperazine-2-carboxylic acid acetate salt (from Step C) and 0.400 g (3.09 mmole) of N,N-diisopropylethylamine in 6 ml of DMF at 0° C. was treated with 0.253 g (1.12 mmole) of N-pentyl-N-phenylcarbamoyl chloride (from Step B) and then was warmed to 25° C. for 16 hours. The DMF was removed in vacuo and the residue was partitioned between 20 ml of 1N HCl and 50 ml of chloroform which was dried over sodium sulfate and concentrate... The reactants are C(CC)OC1=C(C=C(C=C1)S(=O)(=O)N1CCOCC1)C1=NC2=C(C=CC=C2C(N1)=O)Br (2-(2-n-propoxy-5-morpholinosulfonylphenyl)-8-bromoquinazolin-4(3H)-one), C=CCCCCC (1-heptene). Product: C(CC)OC1=C(C=C(C=C1)S(=O)(=O)N1CCOCC1)C1=NC2=C(C=CC=C2C(N1)=O)C=CCCCCC (2-(2-n-Propoxy-5-Morpholinosulfonylphenyl)-8-(1-Hepten-1-yl)Quinazolin-4(3H)-One). Isolated yield 53.2%. As a reaction SMILES: [CH2:1]([O:4][C:5]1[CH:10]=[CH:9][C:8]([S:11]([N:14]2[CH2:19][CH2:18][O:17][CH2:16][CH2:15]2)(=[O:13])=[O:12])=[CH:7][C:6]=1[C:20]1[NH:29][C:28](=[O:30])[C:27]2[C:22](=[C:23](Br)[CH:24]=[CH:25][CH:26]=2)[N:21]=1)[CH2:2][CH3:3].[CH2:32]=[CH:33][CH2:34][CH2:35][CH2:36][CH2:37][CH3:38]>>[CH2:1]([O:4][C:5]1[CH:10]=[CH:9][C:8]([S:11]([N:14]2[CH2:19][CH2:18][O:17][CH2:16][CH2:15]2)(=[O:13])=[O:12])=[CH:7][C:6]=1[C:20]1[NH:29][C:28](=[O:30])[C:27]2[C:22](=[C:23]([CH:32]=[CH:33][CH2:34][CH2:35][CH2:36][CH2:37][CH3:38])[CH:24]=[CH:25][CH:26]=2)[N:21]=1)[CH2:2][CH3:3]. Procedure: The title compound is prepared analogously to the method of Example 1, starting with 2-(2-n-propoxy-5-morpholinosulfonylphenyl)-8-bromoquinazolin-4(3H)-one and 1-heptene.